This data is from the Open Reaction Database (ORD), a public repository of structured organic reaction records. The task is: describe an organic reaction: reactants, conditions, products, and yield Starting materials: O (water), S(=O)([O-])S(=O)[O-].[Na+].[Na+] (sodium dithionite), CC1=CC=C(C=C1)S(=O)(=O)NC1=NC(=NO1)C1=CC=C(CN(C(C2=CC=C(C=C2)[N+](=O)[O-])=O)CC(=O)OC(C)(C)C)C=C1 (tert-butyl 2-(N-(4-(5-(4-methylphenylsulfonamido)-1,2,4-oxadiazol-3-yl)benzyl)-4-nitrobenzamido)acetate). Run in C1CCOC1 (THF). Conditions: temperature 65 celsius. Product: NC1=CC=C(C(=O)N(CC2=CC=C(C=C2)C2=NOC(=N2)NS(=O)(=O)C2=CC=C(C=C2)C)CC(=O)OC(C)(C)C)C=C1 (tert-butyl 2-(4-amino-N-(4-(5-(4-methylphenylsulfonamido)-1,2,4-oxadiazol-3-yl)benzyl)benzamido)acetate). Isolated yield 65.0%. RXN SMILES: [CH3:1][C:2]1[CH:7]=[CH:6][C:5]([S:8]([NH:11][C:12]2[O:16][N:15]=[C:14]([C:17]3[CH:43]=[CH:42][C:20]([CH2:21][N:22]([CH2:34][C:35]([O:37][C:38]([CH3:41])([CH3:40])[CH3:39])=[O:36])[C:23](=[O:33])[C:24]4[CH:29]=[CH:28][C:27]([N+:30]([O-])=O)=[CH:26][CH:25]=4)=[CH:19][CH:18]=3)[N:13]=2)(=[O:10])=[O:9])=[CH:4][CH:3]=1.O.S(S([O-])=O)([O-])=O.[Na+].[Na+]>C1COCC1>[NH2:30][C:27]1[CH:28]=[CH:29][C:24]([C:23]([N:22]([CH2:34][C:35]([O:37][C:38]([CH3:39])([CH3:40])[CH3:41])=[O:36])[CH2:21][C:20]2[CH:19]=[CH:18][C:17]([C:14]3[N:13]=[C:12]([NH:11][S:8]([C:5]4[CH:6]=[CH:7][C:2]([CH3:1])=[CH:3][CH:4]=4)(=[O:10])=[O:9])[O:16][N:15]=3)=[CH:43][CH:42]=2)=[O:33])=[CH:25][CH:26]=1 |f:2.3.4|. Procedure details: Prepared using General Procedure 5. To a stirred solution of tert-butyl 2-(N-(4-(5-(4-methylphenylsulfonamido)-1,2,4-oxadiazol-3-yl)benzyl)-4-nitrobenzamido)acetate INT-68 (20 mg, 0.033 mmol) in THF (3 mL) and water (1 mL) was added sodium dithionite (17.2 mg, 0.099 mmol) and heated to 65° C. for 2 h. The reaction mixture was extracted with EA (10 mL) and washed with brine (10 mL). The organics were concentrated in vacuo to afford 13 mg (65%) of tert-butyl 2-(4-amino-N-(4-(5-(4-methylphenylsulfo... Starting materials: C(C)OCCC(=O)Cl (3-ethoxypropionyl chloride), C(C)OCC (ethyl ether), Cl(=O)(=O)(=O)OC(C[N+](C)(C)C)CC([O-])=O (carnitine perchlorate), C(Cl)(Cl)Cl.CO.O.[NH4+].[OH-] (chloroform methanol water NH4OH). Run in CC#N (CH3CN), CC(=O)C (acetone). Run at temperature 0 celsius, time 48 hour. Product: Cl(=O)(=O)(=O)OC(C[N+](C)(C)C)(CC([O-])=O)C(CCOCC)=O (3-ethoxypropionyl carnitine perchlorate). RXN SMILES: [Cl:1]([O:5][CH:6]([CH2:12][C:13](=[O:15])[O-:14])[CH2:7][N+:8]([CH3:11])([CH3:10])[CH3:9])(=[O:4])(=[O:3])=[O:2].[CH2:16]([O:18][CH2:19][CH2:20][C:21](Cl)=[O:22])[CH3:17].C(Cl)(Cl)Cl.CO.O.[NH4+].[OH-].C(OCC)C>CC#N.CC(C)=O>[Cl:1]([O:5][C:6]([C:21](=[O:22])[CH2:20][CH2:19][O:18][CH2:16][CH3:17])([CH2:12][C:13](=[O:14])[O-:15])[CH2:7][N+:8]([CH3:11])([CH3:9])[CH3:10])(=[O:2])(=[O:4])=[O:3] |f:2.3.4.5.6|. Procedure: 3.9 g (0.015 moles) of carnitine perchlorate were dissolved in 50 cc of anhydrous CH3CN. To this solution 3-ethoxypropionyl chloride was added dropwise with a dropping funnel while cooling to about 0° C. with an ice bath. The reaction mixture was allowed to stand for 48 hours at room temperature (TLC chloroform-methanol-water-NH4OH 55:35:5:5). During this period of time a stream of nitrogen was blown into the reaction mixture at intervals of about 5 minutes, in order to remove the hydrochloric a... Starting materials: O (Water), C(C)OP(OCC)(=O)CCN1C=2C(C(C2NCCC1)=O)=O ([2-(8,9-dioxo-2.6-diazabicyclo[5.2.0]non-1(7)-en-2-yl)ethyl]phosphonic acid diethyl ester), O (water). Run in C(Cl)Cl (methylene chloride). Conditions: time 15 hour. Product: O=C1C=2NCCCN(C2C1=O)CCP(O)(O)=O ([2-(8,9-Dioxo-2,6-diazabicyclo[5.2.0]non- 1(7)-en-2-yl)ethyl]-phosphonic Acid). Yield: 64.7%. As a reaction SMILES: C([O:3][P:4]([CH2:9][CH2:10][N:11]1[CH2:19][CH2:18][CH2:17][NH:16][C:15]2[C:14](=[O:20])[C:13](=[O:21])[C:12]1=2)(=[O:8])[O:5]CC)C.O>C(Cl)Cl>[O:20]=[C:14]1[C:13](=[O:21])[C:12]2[N:11]([CH2:10][CH2:9][P:4](=[O:3])([OH:5])[OH:8])[CH2:19][CH2:18][CH2:17][NH:16][C:15]1=2. Procedure details: Under N2 bromotrimethylsilane (83 mL, 96.3 g, 0.63 mole; Aldrich 19,440-9) was added dropwise at a fast rate to a solution of [2-(8,9-dioxo-2.6-diazabicyclo[5.2.0]non-1(7)-en-2-yl)ethyl]phosphonic acid diethyl ester (37.6 g, 0.12 mole) in methylene chloride (350 mL). The reaction mixture was kept in a water bath at approximately 20° C. for 15 hr. The clear solution was concentrated in vacuo and the foamy residue was taken up in acetone (600 mL) with vigorous shaking to result in a thin suspensio... Starting materials: COCCOCCOCCOCCOC, CSc1nccc(Cl)n1, [F-], [K+], C1COCCOCCOCCOCCOCCO1. The product is CSc1nccc(F)n1. As a reaction SMILES: [CH3:30][O:31][CH2:32][CH2:33][O:34][CH2:35][CH2:36][O:37][CH2:38][CH2:39][O:40][CH2:41][CH2:42][O:43][CH3:44].[Cl:1][c:2]1[n:3][c:4]([S:8][CH3:9])[n:5][cH:6][cH:7]1.[F-:28].[K+:29].[O:10]1[CH2:11][CH2:12][O:13][CH2:14][CH2:15][O:16][CH2:17][CH2:18][O:19][CH2:20][CH2:21][O:22][CH2:23][CH2:24][O:25][CH2:26][CH2:27]1>>[c:2]1([F:28])[n:3][c:4]([S:8][CH3:9])[n:5][cH:6][cH:7]1.